This data is from the Open Reaction Database (ORD), a public repository of structured organic reaction records. The task is: describe an organic reaction: reactants, conditions, products, and yield Reactants: COC(CC1=C(C=CC(=C1)Br)OC)=O ((5-Bromo-2-methoxy-phenyl)-acetic acid methyl ester), C([O-])(O)=O.[Na+] (sodium bicarbonate), C(C)C(/C=C/C1=C(C=C(C=C1)C(CC)(C1=CC=C(C=C1)B1OC(C(O1)(C)C)(C)C)CC)C)(CC)O ((E)-3-ethyl-1-(4-{1-ethyl-1-[4-(4,4,5,5-tetramethyl-[1,3,2]dioxaborolan-2-yl)-phenyl]-propyl}-2-methyl-phenyl)-1-penten-3-ol), C1(CCCCC1)P(C1=C(C=CC=C1)C1=C(C=CC=C1OC)OC)C1CCCCC1 (2-dicyclohexylphosphino-2′,6′-dimethoxy-1,1′-biphenyl), P(=O)([O-])([O-])[O-].[K+].[K+].[K+] (potassium phosphate). The reagents and catalysts are C(C)(=O)[O-].[Pd+2].C(C)(=O)[O-] (palladium acetate). Run in O (water), C1(=CC=CC=C1)C (toluene). Run at temperature 100 celsius, time 1.5 hour. The product is COC(CC=1C=C(C=CC1OC)C1=CC=C(C=C1)C(CC)(C1=CC(=C(C=C1)\C=C\C(CC)(O)CC)C)CC)=O ((4′-{1-ethyl-1-[4-((E)-3-ethyl-3-hydroxy-1-pentenyl)-3-methyl-phenyl]-propyl}-4-methoxy-biphenyl-3-yl)-acetic Acid Methyl Ester). Yield: 64.0%. RXN SMILES: [CH3:1][O:2][C:3](=[O:14])[CH2:4][C:5]1[CH:10]=[C:9](Br)[CH:8]=[CH:7][C:6]=1[O:12][CH3:13].C1(P(C2CCCCC2)C2C=CC=CC=2C2C(OC)=CC=CC=2OC)CCCCC1.P([O-])([O-])([O-])=O.[K+].[K+].[K+].[CH2:52]([C:54]([OH:86])([CH2:84][CH3:85])/[CH:55]=[CH:56]/[C:57]1[CH:62]=[CH:61][C:60]([C:63]([CH2:81][CH3:82])([C:66]2[CH:71]=[CH:70][C:69](B3OC(C)(C)C(C)(C)O3)=[CH:68][CH:67]=2)[CH2:64][CH3:65])=[CH:59][C:58]=1[CH3:83])[CH3:53].C(=O)(O)[O-].[Na+]>C1(C)C=CC=CC=1.C([O-])(=O)C.[Pd+2].C([O-])(=O)C.O>[CH3:1][O:2][C:3](=[O:14])[CH2:4][C:5]1[CH:10]=[C:9]([C:69]2[CH:68]=[CH:67][C:66]([C:63]([CH2:81][CH3:82])([C:60]3[CH:61]=[CH:62][C:57](/[CH:56]=[CH:55]/[C:54]([CH2:84][CH3:85])([OH:86])[CH2:52][CH3:53])=[C:58]([CH3:83])[CH:59]=3)[CH2:64][CH3:65])=[CH:71][CH:70]=2)[CH:8]=[CH:7][C:6]=1[O:12][CH3:13] |f:2.3.4.5,7.8,10.11.12|. Procedure details: (5-Bromo-2-methoxy-phenyl)-acetic acid methyl ester (Example 180-(1); 40.5 mg, 0.156 mmol), palladium acetate (2.2 mg, 0.010 mmol), 2-dicyclohexylphosphino-2′,6′-dimethoxy-1,1′-biphenyl (8.6 mg, 0.021 mmol), potassium phosphate (66 mg, 0.312 mmol) and water (0.2 mL) were added to a solution of (E)-3-ethyl-1-(4-{1-ethyl-1-[4-(4,4,5,5-tetramethyl-[1,3,2]dioxaborolan-2-yl)-phenyl]-propyl}-2-methyl-phenyl)-1-penten-3-ol (Example 39-(5); 49.7 mg, 0.104 mmol) in toluene (2 mL). After replacement with ... The reactants are CO, CCc1[nH]c(C(=O)Nc2ccc(-c3nc(C(=O)OC)c(C)o3)cc2OC)nc1Cl, [Li+], C1CCOC1, [OH-]. Yields the product CCc1[nH]c(C(=O)Nc2ccc(-c3nc(C(=O)O)c(C)o3)cc2OC)nc1Cl. As a reaction SMILES: [CH3:32][OH:33].[Cl:1][c:2]1[n:3][c:4]([C:9](=[O:10])[NH:11][c:12]2[c:13]([O:28][CH3:29])[cH:14][c:15](-[c:18]3[o:19][c:20]([CH3:27])[c:21]([C:23](=[O:24])[O:25][CH3:26])[n:22]3)[cH:16][cH:17]2)[nH:5][c:6]1[CH2:7][CH3:8].[Li+:30].[O:34]1[CH2:35][CH2:36][CH2:37][CH2:38]1.[OH-:31]>>[Cl:1][c:2]1[n:3][c:4]([C:9](=[O:10])[NH:11][c:12]2[c:13]([O:28][CH3:29])[cH:14][c:15](-[c:18]3[o:19][c:20]([CH3:27])[c:21]([C:23](=[O:24])[OH:25])[n:22]3)[cH:16][cH:17]2)[nH:5][c:6]1[CH2:7][CH3:8].